This data is from the Open Reaction Database (ORD), a public repository of structured organic reaction records. The task is: describe an organic reaction: reactants, conditions, products, and yield Reactants: [Br-], [Br-], CC#N, OCC1=Cc2c(F)cc(OCc3ccc(C(F)(F)F)cc3C(F)(F)F)cc2OC1, c1ccc(P(c2ccccc2)c2ccccc2)cc1. The product is Fc1cc(OCc2ccc(C(F)(F)F)cc2C(F)(F)F)cc2c1C=C(CBr)CO2. As a reaction SMILES: [Br-:30].[Br-:31].[CH3:51][C:52]#[N:53].[F:1][C:2]([c:3]1[c:4]([CH2:5][O:6][c:7]2[cH:8][c:9]([F:19])[c:10]3[c:15]([cH:16]2)[O:14][CH2:13][C:12]([CH2:17][OH:18])=[CH:11]3)[cH:20][cH:21][c:22]([C:24]([F:25])([F:26])[F:27])[cH:23]1)([F:28])[F:29].[c:32]1([P:33]([c:34]2[cH:35][cH:36][cH:37][cH:38][cH:39]2)[c:40]2[cH:41][cH:42][cH:43][cH:44][cH:45]2)[cH:46][cH:47][cH:48][cH:49][cH:50]1>>[F:1][C:2]([c:3]1[c:4]([CH2:5][O:6][c:7]2[cH:8][c:9]([F:19])[c:10]3[c:15]([cH:16]2)[O:14][CH2:13][C:12]([CH2:17][Br:30])=[CH:11]3)[cH:20][cH:21][c:22]([C:24]([F:25])([F:26])[F:27])[cH:23]1)([F:28])[F:29]. The reactants are CCCCCCc1ccc(C#Cc2ccc(CN(Cc3ccc(C(F)(F)F)cc3)C(=O)C(=O)OCC)cc2)cc1, CCOC(C)=O. The product is CCCCCCc1ccc(CCc2ccc(CN(Cc3ccc(C(F)(F)F)cc3)C(=O)C(=O)OCC)cc2)cc1. RXN SMILES: [CH2:1]([CH3:2])[O:3][C:4]([C:5](=[O:6])[N:7]([CH2:8][c:9]1[cH:10][cH:11][c:12]([C:15]([F:16])([F:17])[F:18])[cH:13][cH:14]1)[CH2:19][c:20]1[cH:21][cH:22][c:23]([C:26]#[C:27][c:28]2[cH:29][cH:30][c:31]([CH2:34][CH2:35][CH2:36][CH2:37][CH2:38][CH3:39])[cH:32][cH:33]2)[cH:24][cH:25]1)=[O:40].[CH3:41][CH2:42][O:43][C:44]([CH3:45])=[O:46]>>[CH2:1]([CH3:2])[O:3][C:4]([C:5](=[O:6])[N:7]([CH2:8][c:9]1[cH:10][cH:11][c:12]([C:15]([F:16])([F:17])[F:18])[cH:13][cH:14]1)[CH2:19][c:20]1[cH:21][cH:22][c:23]([CH2:26][CH2:27][c:28]2[cH:29][cH:30][c:31]([CH2:34][CH2:35][CH2:36][CH2:37][CH2:38][CH3:39])[cH:32][cH:33]2)[cH:24][cH:25]1)=[O:40]. The reactants are CCCCCCCCCC=1C=CC(=CC1)O (nonylphenol), [OH-].[Na+] (sodium hydroxide), CC=1OCCN1 (2-methyl-2-oxazoline), P(O)(O)(O)=O (phosphoric acid). Solvent: O (water). Reaction conditions: temperature 200 celsius. Product: C(CCCCCCCC)C1=C(OC(C)N)C=CC=C1 (2-Nonylphenoxyethanamine). As a reaction SMILES: [CH3:1][CH2:2][CH2:3][CH2:4][CH2:5][CH2:6][CH2:7][CH2:8][CH2:9][C:10]1[CH:11]=[CH:12][C:13](O)=[CH:14][CH:15]=1.[CH3:17][C:18]1[O:19]CC[N:22]=1.P(=O)(O)(O)O.[OH-].[Na+]>O>[CH2:9]([C:10]1[CH:11]=[CH:12][CH:13]=[CH:14][C:15]=1[O:19][CH:18]([NH2:22])[CH3:17])[CH2:8][CH2:7][CH2:6][CH2:5][CH2:4][CH2:3][CH2:2][CH3:1] |f:3.4|. Reported procedure: To a 250-ml three-necked flask equipped with a thermometer, stirrer, condenser and nitrogen inlet were charged 66 g. of nonylphenol and 30 g. of 2-methyl-2-oxazoline. The mixture was heated to 200° C. for six hours. About 80 g. of 85% phosphoric acid and 20 g. of water were then added. The mixture was heated to reflux for eight hours. The resulting reaction mixture was neutralized with sodium hydroxide solution. The resulting product was washed with water and then dried. 2-Nonylphenoxyethanamine... Reactants: C(C)(=O)[O-].[NH4+] (ammonium acetate), C(#N)[BH3-].[Na+] (sodium cyanoborohydride), ClC1=CC=C(OC(C(C)=O)C)C=C1 (3-(4-chlorophenoxy)-2-butanone). Solvent: CO (methanol). Conditions: time 20 hour. Product: ClC1=CC=C(OC(C(C)N)C)C=C1 (2-(4-chlorophenoxy)-1-methylpropylamine). Yield: 85.3%. As a reaction SMILES: C([O-])(=O)C.[NH4+].C([BH3-])#[N:7].[Na+].[Cl:10][C:11]1[CH:22]=[CH:21][C:14]([O:15][CH:16]([CH3:20])[C:17](=O)[CH3:18])=[CH:13][CH:12]=1>CO>[Cl:10][C:11]1[CH:22]=[CH:21][C:14]([O:15][CH:16]([CH3:20])[CH:17]([NH2:7])[CH3:18])=[CH:13][CH:12]=1 |f:0.1,2.3|. Procedure details: 82 g of ammonium acetate and 6.7 g of sodium cyanoborohydride were added to a solution containing 21 g of 3-(4-chlorophenoxy)-2-butanone dissolved in 500 mL of methanol, and the reaction mixture was stirred for 20 hours at room temperature. The reaction mixture was then concentrated under reduced pressure, and 180 mL of concentrated hydrochloric acid and 100 mL of water were added to the residue. The whole mixture was extracted with 300 mL of diethyl ether. The obtained water layer was alkalifle... The reactants are C(C(=O)Cl)(=O)Cl (Oxalyl chloride), C(C)NC(=S)NC1=CC=C(C=C1)F (N-ethyl-N′-(4-fluorophenyl) thiourea). The solvent is C(Cl)Cl (methylene chloride). Product: C(C)N1C(N(C(C1=O)=O)C1=CC=C(C=C1)F)=S (1-ethyl-3-(4-fluorophenyl)-2-thioxo-4,5-imidazolidinedione). Isolated yield 94.6%. RXN SMILES: [C:1](Cl)(=[O:5])[C:2](Cl)=[O:3].[CH2:7]([NH:9][C:10]([NH:12][C:13]1[CH:18]=[CH:17][C:16]([F:19])=[CH:15][CH:14]=1)=[S:11])[CH3:8]>C(Cl)Cl>[CH2:7]([N:9]1[C:2](=[O:3])[C:1](=[O:5])[N:12]([C:13]2[CH:18]=[CH:17][C:16]([F:19])=[CH:15][CH:14]=2)[C:10]1=[S:11])[CH3:8]. Reported procedure: Oxalyl chloride (12.7 g; 0.1 mol) was added dropwise to the stirring solution of N-ethyl-N′-(4-fluorophenyl) thiourea (16 g; 0.08 mol) in methylene chloride (200 mL). The mixture was heated at reflux for 1 hour then evaporated to dryness. Ethanol (200 mL) was added and the mixture was heated at reflux for 1 hour then evaporated to dryness. The residue was dissolved in ethyl acetate (500 mL) and washed with 2N hydrochloric acid (2×400 mL) then with water (400 mL). The organic phase was dried over...